This data is from the Open Reaction Database (ORD), a public repository of structured organic reaction records. The task is: describe an organic reaction: reactants, conditions, products, and yield Product: N1=C(C=NC=C1)C1=NC(=NC=C1)NC1=CC=C(C(=O)O)C=C1 (4-(4-pyrazin-2-yl-pyrimidin-2-ylamino)-benzoic acid). Reaction SMILES: C([O:3][C:4](=[O:24])[C:5]1[CH:10]=[CH:9][C:8]([NH:11][C:12]2[N:17]=[C:16]([C:18]3[CH:23]=[N:22][CH:21]=[CH:20][N:19]=3)[CH:15]=[CH:14][N:13]=2)=[CH:7][CH:6]=1)C.C(OC(=O)C1C=CC(NC2N=C(C3C=NC=CC=3)C=CN=2)=CC=1)C>>[N:19]1[CH:20]=[CH:21][N:22]=[CH:23][C:18]=1[C:16]1[CH:15]=[CH:14][N:13]=[C:12]([NH:11][C:8]2[CH:7]=[CH:6][C:5]([C:4]([OH:24])=[O:3])=[CH:10][CH:9]=2)[N:17]=1. Procedure details: 4-(4-pyrazin-2-yl-pyrimidin-2-ylamino)-benzoic acid ethyl ester prepared in Preparation 12 was used instead of 4-(4-pyridin-3-yl-pyrimidin-2-ylamino)-benzoic acid ethyl ester according to the similar procedure to Preparation 19 to give the titled compound as yellow solid. Reactants: C(C)OC(C1=CC=C(C=C1)NC1=NC=CC(=N1)C1=NC=CN=C1)=O (4-(4-pyrazin-2-yl-pyrimidin-2-ylamino)-benzoic acid ethyl ester), C(C)OC(C1=CC=C(C=C1)NC1=NC=CC(=N1)C=1C=NC=CC1)=O (4-(4-pyridin-3-yl-pyrimidin-2-ylamino)-benzoic acid ethyl ester). Starting materials: 36b, C(C)OC(C(CC=1C=C2C=CNC2=CC1)OCC)=O (rac-2-ethoxy-3-(1H-indol-5-yl)-propionic acid ethyl ester), ClCC1=C(N=C(S1)C1=CC=C(C=C1)C(F)(F)F)C (5-chloromethyl-4-methyl-2-(4-trifluoromethyl-phenyl)-thiazole). Yields the product C(C)OC(C(CC=1C=C2C=CN(C2=CC1)CC1=C(N=C(S1)C1=CC=C(C=C1)C(F)(F)F)C)OCC)=O (rac-2-ethoxy-3-{1-[4-methyl-2-(4-trifluoromethyl-phenyl )-thiazol-5-ylmethyl]-1H-indol-5-yl}-propionic acid ethyl ester). As a reaction SMILES: [CH2:1]([O:3][C:4](=[O:19])[CH:5]([O:16][CH2:17][CH3:18])[CH2:6][C:7]1[CH:8]=[C:9]2[C:13](=[CH:14][CH:15]=1)[NH:12][CH:11]=[CH:10]2)[CH3:2].Cl[CH2:21][C:22]1[S:26][C:25]([C:27]2[CH:32]=[CH:31][C:30]([C:33]([F:36])([F:35])[F:34])=[CH:29][CH:28]=2)=[N:24][C:23]=1[CH3:37]>>[CH2:1]([O:3][C:4](=[O:19])[CH:5]([O:16][CH2:17][CH3:18])[CH2:6][C:7]1[CH:8]=[C:9]2[C:13](=[CH:14][CH:15]=1)[N:12]([CH2:21][C:22]1[S:26][C:25]([C:27]3[CH:28]=[CH:29][C:30]([C:33]([F:36])([F:34])[F:35])=[CH:31][CH:32]=3)=[N:24][C:23]=1[CH3:37])[CH:11]=[CH:10]2)[CH3:2]. Reported procedure: In analogy to the procedures described in examples 36a) and 36b), rac-2-ethoxy-3-(1H-indol-5-yl)-propionic acid ethyl ester [preparation 1] was reacted with 5-chloromethyl-4-methyl-2-(4-trifluoromethyl-phenyl)-thiazole [PCT Int. Appl. (2001), WO 01/00603 A1] to give rac-2-ethoxy-3-{1-[4-methyl-2-(4-trifluoromethyl-phenyl )-thiazol-5-ylmethyl]-1H-indol-5-yl}-propionic acid ethyl ester, which was subsequently saponified to yield the title compound as yellow solid.